This data is from the Open Reaction Database (ORD), a public repository of structured organic reaction records. The task is: describe an organic reaction: reactants, conditions, products, and yield The reactants are C(OC)(OC)OC (Trimethyl orthoformate), O.[O-2].[O-2].[O-2].O=[Si]=O.O=[Si]=O.O=[Si]=O.O=[Si]=O.[Al+3].[Al+3] (montmorillonite K-10), C(=O)C1=CC=C(S1)C=1SC=CC1 (5-formyl-2,2'-bithiophene). Run in CCCCCC (n-hexane). Reaction conditions: time 10 minute. Yields the product COC(C1=CC=C(S1)C=1SC=CC1)OC (5-dimethoxymethyl-2,2'-bithiophene). RXN SMILES: [CH:1](OC)([O:4][CH3:5])[O:2][CH3:3].O.[O-2].[O-2].[O-2].O=[Si]=O.O=[Si]=O.O=[Si]=O.O=[Si]=O.[Al+3].[Al+3].C([C:28]1[S:32][C:31]([C:33]2[S:34][CH:35]=[CH:36][CH:37]=2)=[CH:30][CH:29]=1)=O>CCCCCC>[CH3:3][O:2][CH:1]([O:4][CH3:5])[C:28]1[S:32][C:31]([C:33]2[S:34][CH:35]=[CH:36][CH:37]=2)=[CH:30][CH:29]=1 |f:1.2.3.4.5.6.7.8.9.10|. Procedure: Trimethyl orthoformate (7.5 ml) and montmorillonite K-10 (5.0 g) (Aldrich Chem. Co., Milwaukee, Wis.) were mixed and stirred at room temperature for 10 minutes. A solution of 5-formyl-2,2'-bithiophene (5.0 g) (Aldrich Chem. Co., Milwaukee, Wis.) in n-hexane (10 ml) was added and was stirred at room temperature. The reaction was monitored with thin layer chromatography until the reaction was completed. Montmorillonite K-10 was filtered. The filtrate was added to a saturated sodium bicarbonate aqu... Starting materials: COC(=O)n1ncc2c(NC(=O)NC3CCOc4cc(C(C)(C)C)ccc43)cccc21, CO, [Na+], C1CCOC1, [OH-], O. The product is CC(C)(C)c1ccc2c(c1)OCCC2NC(=O)Nc1cccc2[nH]ncc12. Reaction SMILES: [CH3:1][O:2][C:3](=[O:4])[n:5]1[n:6][cH:7][c:8]2[c:9]([NH:14][C:15](=[O:16])[NH:17][CH:18]3[CH2:19][CH2:20][O:21][c:22]4[cH:23][c:24]([C:28]([CH3:29])([CH3:30])[CH3:31])[cH:25][cH:26][c:27]43)[cH:10][cH:11][cH:12][c:13]12.[CH3:34][OH:35].[Na+:33].[O:36]1[CH2:37][CH2:38][CH2:39][CH2:40]1.[OH-:32].[OH2:41]>>[nH:5]1[n:6][cH:7][c:8]2[c:9]([NH:14][C:15](=[O:16])[NH:17][CH:18]3[CH2:19][CH2:20][O:21][c:22]4[cH:23][c:24]([C:28]([CH3:29])([CH3:30])[CH3:31])[cH:25][cH:26][c:27]43)[cH:10][cH:11][cH:12][c:13]12. Procedure: Trifluoromethanesulfonic anhydride (0.254 ml, 1.506 mmol) was added slowly to a solution of 1,3-dimethyl-5-phenyl-8,9-dihydropyrimido[4′,5′:3,4]pyrrolo[1,2-b]pyridazine-2,4,10(1H,3H,7H)-trione (step 4) (222 mg, 0.684 mmol) and 2,6-lutidine (commercial) (0.159 ml, 1.369 mmol) in DCM (10 ml) at 0° C. and the mixture stirred for 1.75 hours. The reaction mixture was quenched with sat. NaHCO3(aq) and extracted with DCM. The organic phase was passed through a hydrophobic frit and evaporated under redu... RXN SMILES: [F:1][C:2]([F:15])([F:14])[S:3]([O:6]S(C(F)(F)F)(=O)=O)(=[O:5])=[O:4].[CH3:16][N:17]1[C:22]2=[C:23]3[C:28](=O)[CH2:27][CH2:26][NH:25][N:24]3[C:30]([C:31]3[CH:36]=[CH:35][CH:34]=[CH:33][CH:32]=3)=[C:21]2[C:20](=[O:37])[N:19]([CH3:38])[C:18]1=[O:39].N1C(C)=CC=CC=1C>C(Cl)Cl>[CH3:16][N:17]1[C:18](=[O:39])[N:19]([CH3:38])[C:20](=[O:37])[C:21]2[C:22]1=[C:23]1[N:24]([C:30]=2[C:31]2[CH:36]=[CH:35][CH:34]=[CH:33][CH:32]=2)[NH:25][CH2:26][CH:27]=[C:28]1[O:6][S:3]([C:2]([F:15])([F:14])[F:1])(=[O:5])=[O:4]. Reaction conditions: time 1.75 hour. Reactants: FC(S(=O)(=O)OS(=O)(=O)C(F)(F)F)(F)F (Trifluoromethanesulfonic anhydride), CN1C(N(C(C=2C1=C1N(NCCC1=O)C2C2=CC=CC=C2)=O)C)=O (1,3-Dimethyl-5-phenyl-8,9-dihydropyrimido[4′,5′:3,4]pyrrolo[1,2-b]pyridazine-2,4,10(1H,3H,7H)-trione), N1=C(C=CC=C1C)C (2,6-lutidine). Yields the product CN1C2=C3C(=CCNN3C(=C2C(N(C1=O)C)=O)C1=CC=CC=C1)OS(=O)(=O)C(F)(F)F (Trifluoro-methanesulfonic acid 5,7-dimethyl-6,8-dioxo-9-phenyl-1,2,5,6,7,8-hexahydro-1,5,7,9a-tetraaza-fluoren-4-yl ester). Run in C(Cl)Cl (DCM). Reactants: Br[C@@]12[C@]3(CCC(C=C3CC[C@H]1[C@@H]1CCC([C@@]1(C)C[C@@H]2O)=O)=O)C (9α-bromo-11β-hydroxyandrost-4-ene-3,17-dione), C(CS)(=O)O (thioglycolic acid), chromous sulfate, chromous sulfate. Run in C1CCOC1 (THF), O (water), O (water). Run at time 4 hour. Yields the product O[C@@H]1[C@@H]2[C@]3(CCC(C=C3CC[C@H]2[C@@H]2CCC([C@@]2(C)C1)=O)=O)C (11β-Hydroxyandrost-4-ene-3,17-dione). Yield: 87.0%. Reaction SMILES: Br[C@:2]12[C@@H:19]([OH:20])[CH2:18][C@@:16]3([CH3:17])[C@@H:12]([CH2:13][CH2:14][C:15]3=[O:21])[C@@H:11]1[CH2:10][CH2:9][C:8]1[C@:3]2([CH3:23])[CH2:4][CH2:5][C:6](=[O:22])[CH:7]=1.C(O)(=O)CS>C1COCC1.O>[OH:20][C@H:19]1[CH2:18][C@@:16]2([CH3:17])[C@@H:12]([CH2:13][CH2:14][C:15]2=[O:21])[C@H:11]2[C@H:2]1[C@:3]1([CH3:23])[C:8]([CH2:9][CH2:10]2)=[CH:7][C:6](=[O:22])[CH2:5][CH2:4]1. Reported procedure: A solution of 9α-bromo-11β-hydroxyandrost-4-ene-3,17-dione (III, 2.00 g), thioglycolic acid (2.0 ml) in THF (20 ml) and water (5 ml) is stirred under nitrogen at 20°-25°. A chromous sulfate solution (1.4 M, 5.5 ml) is added and the two-phase system is stirred. After four hours, another 4.5 ml of chromous sulfate solution is added and the mixture stirred overnight. The mixture is diluted with water and extracted with ethyl acetate. The ethyl acetate extracts are washed with water, a diluted sodiu... Reactants: CCO, CN(C)C1CCc2[nH]c3c(O)cccc3c2C1, CN(C)C1CCc2[nH]c3c(OCc4ccccc4)cccc3c2C1, Cl, Cl. The product is CN(C)C1CCc2[nH]c3c(O)cccc3c2C1. Reaction SMILES: [CH2:44]([OH:45])[CH3:46].[CH3:27][N:28]([CH3:29])[CH:30]1[CH2:31][c:32]2[c:33]3[c:34]([c:35]([OH:36])[cH:37][cH:38][cH:39]3)[nH:40][c:41]2[CH2:42][CH2:43]1.[CH3:2][N:3]([CH:4]1[CH2:5][CH2:6][c:7]2[nH:8][c:9]3[c:10]([O:17][CH2:18][c:19]4[cH:20][cH:21][cH:22][cH:23][cH:24]4)[cH:11][cH:12][cH:13][c:14]3[c:15]2[CH2:16]1)[CH3:25].[ClH:1].[ClH:26]>>[CH3:2][N:3]([CH:4]1[CH2:5][CH2:6][c:7]2[nH:8][c:9]3[c:10]([OH:17])[cH:11][cH:12][cH:13][c:14]3[c:15]2[CH2:16]1)[CH3:25].